From a dataset of the Open Reaction Database (ORD), a public repository of structured organic reaction records. describe an organic reaction: reactants, conditions, products, and yield The product is O=C1NC(=O)C(=Cc2ccc3c(c2)N(Cc2ccccc2)C(=O)CO3)S1. Reactants: O=Cc1ccc2c(c1)N(Cc1ccccc1)C(=O)CO2, O=C1CSC(=O)N1. Reaction SMILES: [CH2:1]([c:2]1[cH:3][cH:4][cH:5][cH:6][cH:7]1)[N:8]1[C:9](=[O:20])[CH2:10][O:11][c:12]2[c:13]1[cH:14][c:15]([CH:18]=[O:19])[cH:16][cH:17]2.[O:21]=[C:22]1[CH2:23][S:24][C:25](=[O:26])[NH:27]1>>[CH2:1]([c:2]1[cH:3][cH:4][cH:5][cH:6][cH:7]1)[N:8]1[C:9](=[O:20])[CH2:10][O:11][c:12]2[c:13]1[cH:14][c:15]([CH:18]=[C:23]1[C:22](=[O:21])[NH:27][C:25](=[O:26])[S:24]1)[cH:16][cH:17]2. The reactants are N([C@H](C)C(=O)N[C@@H](CC1=CNC2=CC=CC=C12)C(=O)N[C@@H](CCCCNC(=O)OCC=C)C(=O)O)C(=O)OCC=C (Aloc-D-Ala-Trp-Lys(Aloc)-OH), CN1CCOCC1 (N-methylmorpholine), C(C(C)C)OC(=O)Cl (isobutylchloroformate), NC1=CC=C(CO)C=C1 (4-aminobenzyl alcohol), CN1CCOCC1 (N-methylmorpholine). The solvent is O1CCCC1 (tetrahydrofuran), C1CCOC1 (THF). Run at temperature -40 celsius, time 2 hour. Yields the product N([C@H](C)C(=O)N[C@@H](CC1=CNC2=CC=CC=C12)C(=O)N[C@@H](CCCCNC(=O)OCC=C)C(=O)O)C(=O)OCC=C.C1=CC(=CC=C1C(=O)O)N (Aloc-D-Ala-Trp-Lys(Aloc) PABA). Yield: 94.0%. As a reaction SMILES: [NH:1]([C:36]([O:38][CH2:39][CH:40]=[CH2:41])=[O:37])[C@@H:2]([C:4]([NH:6][C@H:7]([C:18]([NH:20][C@H:21]([C:33]([OH:35])=[O:34])[CH2:22][CH2:23][CH2:24][CH2:25][NH:26][C:27]([O:29][CH2:30][CH:31]=[CH2:32])=[O:28])=[O:19])[CH2:8][C:9]1[C:17]2[C:12](=[CH:13][CH:14]=[CH:15][CH:16]=2)[NH:11][CH:10]=1)=[O:5])[CH3:3].CN1CC[O:46]CC1.C(OC(Cl)=O)C(C)C.[NH2:57][C:58]1[CH:65]=[CH:64][C:61]([CH2:62][OH:63])=[CH:60][CH:59]=1>O1CCCC1>[NH:1]([C:36]([O:38][CH2:39][CH:40]=[CH2:41])=[O:37])[C@@H:2]([C:4]([NH:6][C@H:7]([C:18]([NH:20][C@H:21]([C:33]([OH:35])=[O:34])[CH2:22][CH2:23][CH2:24][CH2:25][NH:26][C:27]([O:29][CH2:30][CH:31]=[CH2:32])=[O:28])=[O:19])[CH2:8][C:9]1[C:17]2[C:12](=[CH:13][CH:14]=[CH:15][CH:16]=2)[NH:11][CH:10]=1)=[O:5])[CH3:3].[CH:60]1[C:61]([C:62]([OH:46])=[O:63])=[CH:64][CH:65]=[C:58]([NH2:57])[CH:59]=1 |f:5.6|. Procedure details: A solution of 239 mg (0.419 mmol) Aloc-D-Ala-Trp-Lys(Aloc)-OH 28 was dissolved in dry tetrahydrofuran under an argon atmosphere and cooled to −40° C. N-methylmorpholine (48.3 μl, 1.05 equiv) and isobutylchloroformate (57.0 μl, 1.05 equiv) were added. The reaction mixture was stirred for 2 hours at a temperature below −30° C. A solution of 4-aminobenzyl alcohol (51.5 mg, 1.00 equiv) and N-methylmorpholine (50.6 μl, 1.1 equiv) in dry THF was added dropwise to the reaction mixture. After 2 hours te... The reactants are ClC=1C(=NC=C(C1)Cl)OC1=CC=C(C=C1)O (4-(3,5-dichloro pyridin-2-yloxy)-phenol), [I-].C(C1=CC=CC=C1)N(C(=O)N1C=[N+](C=C1)C)C (3-(benzyl-methyl-carbamoyl)-1-methyl-3H-imidazol-1-ium iodide). Yields the product ClC=1C(=NC=C(C1)Cl)OC1=CC=C(C=C1)OC(N(C)CC1=CC=CC=C1)=O (Benzyl-methyl-carbamic acid 4-(3,5-dichloro pyridin-2-yloxy)-phenyl ester). As a reaction SMILES: [Cl:1][C:2]1[C:3]([O:9][C:10]2[CH:15]=[CH:14][C:13]([OH:16])=[CH:12][CH:11]=2)=[N:4][CH:5]=[C:6]([Cl:8])[CH:7]=1.[I-].[CH2:18]([N:25]([CH3:34])[C:26](N1C=C[N+](C)=C1)=[O:27])[C:19]1[CH:24]=[CH:23][CH:22]=[CH:21][CH:20]=1>>[Cl:1][C:2]1[C:3]([O:9][C:10]2[CH:15]=[CH:14][C:13]([O:16][C:26](=[O:27])[N:25]([CH2:18][C:19]3[CH:24]=[CH:23][CH:22]=[CH:21][CH:20]=3)[CH3:34])=[CH:12][CH:11]=2)=[N:4][CH:5]=[C:6]([Cl:8])[CH:7]=1 |f:1.2|. Procedure details: The title compound was prepared from 4-(3,5-dichloro pyridin-2-yloxy)-phenol and 3-(benzyl-methyl-carbamoyl)-1-methyl-3H-imidazol-1-ium iodide. The reactants are CC1CNC(=O)O1, Cc1cc(C2CC2)cnc1N1CCN(C(=O)c2ccc(I)cc2)CC1. Yields the product Cc1cc(C2CC2)cnc1N1CCN(C(=O)c2ccc(N3CC(C)OC3=O)cc2)CC1. Reaction SMILES: [CH3:26][CH:27]1[CH2:28][NH:29][C:30](=[O:32])[O:31]1.[CH:1]1([c:4]2[cH:5][c:6]([CH3:25])[c:7]([N:10]3[CH2:11][CH2:12][N:13]([C:16](=[O:17])[c:18]4[cH:19][cH:20][c:21]([I:24])[cH:22][cH:23]4)[CH2:14][CH2:15]3)[n:8][cH:9]2)[CH2:2][CH2:3]1>>[CH:1]1([c:4]2[cH:5][c:6]([CH3:25])[c:7]([N:10]3[CH2:11][CH2:12][N:13]([C:16](=[O:17])[c:18]4[cH:19][cH:20][c:21]([N:29]5[CH2:28][CH:27]([CH3:26])[O:31][C:30]5=[O:32])[cH:22][cH:23]4)[CH2:14][CH2:15]3)[n:8][cH:9]2)[CH2:2][CH2:3]1. Starting materials: O=C([O-])O, COC(=O)c1ccc(OC)c(Br)c1, Cc1ccccc1, COc1ccc(B(O)O)cc1F, [Na+], O, [Pd], c1ccc(P(c2ccccc2)c2ccccc2)cc1, c1ccc(P(c2ccccc2)c2ccccc2)cc1, c1ccc(P(c2ccccc2)c2ccccc2)cc1, c1ccc(P(c2ccccc2)c2ccccc2)cc1. The product is COC(=O)c1ccc(OC)c(-c2ccc(OC)c(F)c2)c1. RXN SMILES: [C:26](=[O:27])([OH:28])[O-:29].[CH3:1][O:2][C:3]([c:4]1[cH:5][c:6]([Br:12])[c:7]([O:10][CH3:11])[cH:8][cH:9]1)=[O:13].[CH3:31][c:32]1[cH:33][cH:34][cH:35][cH:36][cH:37]1.[F:14][c:15]1[cH:16][c:17]([B:23]([OH:24])[OH:25])[cH:18][cH:19][c:20]1[O:21][CH3:22].[Na+:30].[OH2:115].[Pd:38].[c:39]1([P:40]([c:41]2[cH:42][cH:43][cH:44][cH:45][cH:46]2)[c:47]2[cH:48][cH:49][cH:50][cH:51][cH:52]2)[cH:53][cH:54][cH:55][cH:56][cH:57]1.[c:58]1([P:59]([c:60]2[cH:61][cH:62][cH:63][cH:64][cH:65]2)[c:66]2[cH:67][cH:68][cH:69][cH:70][cH:71]2)[cH:72][cH:73][cH:74][cH:75][cH:76]1.[c:77]1([P:78]([c:79]2[cH:80][cH:81][cH:82][cH:83][cH:84]2)[c:85]2[cH:86][cH:87][cH:88][cH:89][cH:90]2)[cH:91][cH:92][cH:93][cH:94][cH:95]1.[c:96]1([P:97]([c:98]2[cH:99][cH:100][cH:101][cH:102][cH:103]2)[c:104]2[cH:105][cH:106][cH:107][cH:108][cH:109]2)[cH:110][cH:111][cH:112][cH:113][cH:114]1>>[CH3:1][O:2][C:3]([c:4]1[cH:5][c:6](-[c:17]2[cH:16][c:15]([F:14])[c:20]([O:21][CH3:22])[cH:19][cH:18]2)[c:7]([O:10][CH3:11])[cH:8][cH:9]1)=[O:13]. The reactants are N#CC(Cl)(Cl)Cl, C1CCC2=NCCCN2CC1, O=C1OCCC1Sc1ccc(CO)cc1. Product: N=C(OCc1ccc(SC2CCOC2=O)cc1)C(Cl)(Cl)Cl. RXN SMILES: [Cl:27][C:28]([C:29]#[N:30])([Cl:31])[Cl:32].[N:1]12[CH2:2][CH2:3][CH2:4][N:5]=[C:6]1[CH2:7][CH2:8][CH2:9][CH2:10][CH2:11]2.[OH:12][CH2:13][c:14]1[cH:15][cH:16][c:17]([S:20][CH:21]2[C:22](=[O:26])[O:23][CH2:24][CH2:25]2)[cH:18][cH:19]1>>[O:12]([CH2:13][c:14]1[cH:15][cH:16][c:17]([S:20][CH:21]2[C:22](=[O:26])[O:23][CH2:24][CH2:25]2)[cH:18][cH:19]1)[C:29]([C:28]([Cl:27])([Cl:31])[Cl:32])=[NH:30].